This data is from the Open Reaction Database (ORD), a public repository of structured organic reaction records. The task is: describe an organic reaction: reactants, conditions, products, and yield Starting materials: BrC=1C=CC\2=C(\N=C(/C\C(=C2)\C(N(CCC)CCCO[Si](C)(C)C(C)(C)C)=O)\NC(OC(C)(C)C)=O)C1 (tert-butyl (1E,4E)-8-bromo-4-((3-(tert-butyldimethylsilyloxy)propyl)(propyl)carbamoyl)-3H-benzo[b]azepin-2-ylcarbamate), CC1(OB(OC1(C)C)C1=CC=C(C=C1)CC(=O)OCCCC)C (butyl 2-(4-(4,4,5,5-tetramethyl-1,3,2-dioxaborolan-2-yl)phenyl)acetate), C([O-])([O-])=O.[K+].[K+] (potassium carbonate). Reagents/catalysts: C=1C=CC(=CC1)[P](C=2C=CC=CC2)(C=3C=CC=CC3)[Pd]([P](C=4C=CC=CC4)(C=5C=CC=CC5)C=6C=CC=CC6)([P](C=7C=CC=CC7)(C=8C=CC=CC8)C=9C=CC=CC9)[P](C=1C=CC=CC1)(C=1C=CC=CC1)C=1C=CC=CC1 (tetrakis(triphenylphosphine)palladium(0)). Run in C(C)#N (acetonitrile), CCOC(=O)C (EtOAc). Reaction conditions: temperature 100 celsius. The product is C(C)(C)(C)OC(=O)N/C=1/C\C(=C/C2=C(\N1)C=C(C=C2)C2=CC=C(C=C2)CC(=O)OCCCC)\C(N(CCC)CCCO[Si](C)(C)C(C)(C)C)=O (butyl 2-(4-((1E,4E)-2-(tert-butoxycarbonylamino)-4-((3-(tert-butyldimethylsilyloxy)propyl)(propyl)carbamoyl)-3H-benzo[b]azepin-8-yl)phenyl)acetate). RXN SMILES: Br[C:2]1[CH:3]=[CH:4][C:5]2=[C:6]([CH:37]=1)[N:7]=[C:8]([NH:29][C:30](=[O:36])[O:31][C:32]([CH3:35])([CH3:34])[CH3:33])[CH2:9][C:10]([C:12](=[O:28])[N:13]([CH2:17][CH2:18][CH2:19][O:20][Si:21]([C:24]([CH3:27])([CH3:26])[CH3:25])([CH3:23])[CH3:22])[CH2:14][CH2:15][CH3:16])=[CH:11]2.CC1(C)C(C)(C)OB([C:46]2[CH:51]=[CH:50][C:49]([CH2:52][C:53]([O:55][CH2:56][CH2:57][CH2:58][CH3:59])=[O:54])=[CH:48][CH:47]=2)O1.C(=O)([O-])[O-].[K+].[K+]>C(#N)C.CCOC(C)=O.C1C=CC([P]([Pd]([P](C2C=CC=CC=2)(C2C=CC=CC=2)C2C=CC=CC=2)([P](C2C=CC=CC=2)(C2C=CC=CC=2)C2C=CC=CC=2)[P](C2C=CC=CC=2)(C2C=CC=CC=2)C2C=CC=CC=2)(C2C=CC=CC=2)C2C=CC=CC=2)=CC=1>[C:32]([O:31][C:30]([NH:29][C:8]1[CH2:9][C:10]([C:12](=[O:28])[N:13]([CH2:17][CH2:18][CH2:19][O:20][Si:21]([C:24]([CH3:27])([CH3:26])[CH3:25])([CH3:23])[CH3:22])[CH2:14][CH2:15][CH3:16])=[CH:11][C:5]2[CH:4]=[CH:3][C:2]([C:46]3[CH:47]=[CH:48][C:49]([CH2:52][C:53]([O:55][CH2:56][CH2:57][CH2:58][CH3:59])=[O:54])=[CH:50][CH:51]=3)=[CH:37][C:6]=2[N:7]=1)=[O:36])([CH3:34])([CH3:33])[CH3:35] |f:2.3.4,^1:79,81,100,119|. Procedure details: tert-butyl (1E,4E)-8-bromo-4-((3-(tert-butyldimethylsilyloxy)propyl)(propyl)carbamoyl)-3H-benzo[b]azepin-2-ylcarbamate, butyl 2-(4-(4,4,5,5-tetramethyl-1,3,2-dioxaborolan-2-yl)phenyl)acetate (1.5 equiv), tetrakis(triphenylphosphine)palladium(0), 2M aqueous potassium carbonate (3 equiv) were combined in 2 mls of acetonitrile in a microwave reaction vial. This mixture was heated in a microwave to 100° C. for 30 minutes. The mixture was then diluted with EtOAc, washed twice with brine, dried over s... Reactants: [Cl-].[NH4+] (ammonium chloride), C(=O)C1=CC=C(C(=O)OC(C)(C)C)C=C1 (t-Butyl p-formylbenzoate), ethereal solution, C(C)[Mg]Br (ethylmagnesium bromide). The solvent is CCOCC (ether). Yields the product OC(CC)C1=CC=C(C(=O)OC(C)(C)C)C=C1 (t-butyl 4-(1-hydroxypropyl)benzoate). Reaction SMILES: [CH:1]([C:3]1[CH:15]=[CH:14][C:6]([C:7]([O:9][C:10]([CH3:13])([CH3:12])[CH3:11])=[O:8])=[CH:5][CH:4]=1)=[O:2].[CH2:16]([Mg]Br)[CH3:17].[Cl-].[NH4+]>CCOCC>[OH:2][CH:1]([C:3]1[CH:15]=[CH:14][C:6]([C:7]([O:9][C:10]([CH3:11])([CH3:12])[CH3:13])=[O:8])=[CH:5][CH:4]=1)[CH2:16][CH3:17] |f:2.3|. Procedure: t-Butyl p-formylbenzoate (20 g, 97 mmol) was dissolved in ether (300 ml), followed by the dropwise addition of ethylmagnesium bromide.(3M ethereal solution, 33 ml) under cooling with ice. The obtained mixture was stirred. After the completion of the reaction, the reaction mixture was poured into a saturated aqueous solution of ammonium chloride and the obtained mixture was extracted with ether. The organic layer was distilled to remove the solvent. The residue was subjected to silica gel column ... The reactants are COS(=O)(=O)OC, [Na+], O=C1NCC2CCCC12, [OH-], c1ccccc1. Yields the product COC1=NCC2CCCC12. As a reaction SMILES: [CH3:1][O:2][S:3]([O:4][CH3:5])(=[O:6])=[O:7].[Na+:18].[O:8]=[C:9]1[CH:10]2[CH2:11][CH2:12][CH2:13][CH:14]2[CH2:15][NH:16]1.[OH-:17].[cH:19]1[cH:20][cH:21][cH:22][cH:23][cH:24]1>>[CH3:1][O:8][C:9]1=[N:16][CH2:15][CH:14]2[CH:10]1[CH2:11][CH2:12][CH2:13]2. Reaction SMILES: [Br:26][CH2:27][C:28](=[O:29])[NH2:30].[C:20](=[O:21])([O-:22])[O-:23].[CH3:31][C:32]#[N:33].[CH3:34][CH2:35][O:36][C:37]([CH3:38])=[O:39].[Cs+:24].[Cs+:25].[F:1][C:2]([c:3]1[nH:4][c:5]2[cH:6][cH:7][c:8]([C:16]#[N:17])[c:9]([C:12]([F:13])([F:14])[F:15])[c:10]2[cH:11]1)([F:18])[F:19]>>[F:1][C:2]([c:3]1[n:4]([CH2:27][C:28](=[O:29])[NH2:30])[c:5]2[cH:6][cH:7][c:8]([C:16]#[N:17])[c:9]([C:12]([F:13])([F:14])[F:15])[c:10]2[cH:11]1)([F:18])[F:19]. The reactants are NC(=O)CBr, O=C([O-])[O-], CC#N, CCOC(C)=O, [Cs+], [Cs+], N#Cc1ccc2[nH]c(C(F)(F)F)cc2c1C(F)(F)F. Yields the product N#Cc1ccc2c(cc(C(F)(F)F)n2CC(N)=O)c1C(F)(F)F. The reactants are COC(=O)CCN(C1(C(=O)OCc2ccccc2)CCCC1)S(=O)(=O)c1ccc(-c2ccc(F)cc2)cc1, CO. Product: COC(=O)CCN(C1(C(=O)O)CCCC1)S(=O)(=O)c1ccc(-c2ccc(F)cc2)cc1. RXN SMILES: [CH2:1]([c:2]1[cH:3][cH:4][cH:5][cH:6][cH:7]1)[O:8][C:9](=[O:10])[C:11]1([N:16]([CH2:17][CH2:18][C:19](=[O:20])[O:21][CH3:22])[S:23](=[O:24])(=[O:25])[c:26]2[cH:27][cH:28][c:29](-[c:32]3[cH:33][cH:34][c:35]([F:38])[cH:36][cH:37]3)[cH:30][cH:31]2)[CH2:12][CH2:13][CH2:14][CH2:15]1.[CH3:39][OH:40]>>[O:8]=[C:9]([OH:10])[C:11]1([N:16]([CH2:17][CH2:18][C:19](=[O:20])[O:21][CH3:22])[S:23](=[O:24])(=[O:25])[c:26]2[cH:27][cH:28][c:29](-[c:32]3[cH:33][cH:34][c:35]([F:38])[cH:36][cH:37]3)[cH:30][cH:31]2)[CH2:12][CH2:13][CH2:14][CH2:15]1. Reactants: C(C)(=O)O.C(=N)N (Formamidine acetate), C(C)(C)N(CC)C(C)C (diisopropylethyl amine), FC1=C(C#N)C=CC(=C1F)F (2,3,4-Trifluoro-benzonitrile). The solvent is CC(=O)N(C)C (dimethylacetamide). Run at time 30 minute. Yields the product FC1=CC=C2C(=NC=NC2=C1F)N (7,8-Difluoro-quinazolin-4-ylamine). Isolated yield 43.4%. RXN SMILES: F[C:2]1[C:9]([F:10])=[C:8]([F:11])[CH:7]=[CH:6][C:3]=1[C:4]#[N:5].C(O)(=O)C.[CH:16](N)=[NH:17].C([N:22](C(C)C)CC)(C)C>CC(N(C)C)=O>[F:11][C:8]1[C:9]([F:10])=[C:2]2[C:3]([C:4]([NH2:22])=[N:5][CH:16]=[N:17]2)=[CH:6][CH:7]=1 |f:1.2|. Procedure details: 2,3,4-Trifluoro-benzonitrile (3.00 g, 19.1 mmol) is mixed with dimethylacetamide (30 mL). Formamidine acetate (1.99 g, 19.1 mmol) and diisopropylethyl amine (10 mL, 57.3 mmol) are added, and the resulting reaction mixture is slowly heated. Upon heating, the starting heterogeneous mixture slowly turns into a homogeneous solution. At 80° C., precipitates start to form. The reaction mixture proceeds at 80° C. for ˜30 minutes before it is cooled and filtered. The collected solid is further washed wi... Reactants: C(C)(=O)NC1CN(C1)C=1C(=CC=2C(=NC=3N(C=C(C(C3C2)=O)C(=O)OCC)N(C)C=O)C1)F (8-(3-acetylamino-1-azetidinyl)-3-ethoxycarbonyl-7-fluoro-1-(N-formyl-N-methylamino)-4-oxo-1,4-dihydrobenzo[b][1,8]-naphthyridine), [OH-].[K+] (potassium hydroxide). Run at temperature 100 celsius, time 24 hour. Product: NC1CN(C1)C=1C(=CC=2C(=NC=3N(C=C(C(C3C2)=O)C(=O)O)NC)C1)F (8-(3-amino-1-azetidinyl)-7-fluoro-1-methylamino-4-oxo-1,4-dihydrobenzo[b][1,8]naphthyridine-3-carboxylic acid). Isolated yield 74.3%. As a reaction SMILES: C([NH:4][CH:5]1[CH2:8][N:7]([C:9]2[C:10]([F:33])=[CH:11][C:12]3[C:13]([CH:32]=2)=[N:14][C:15]2[N:16]([N:28](C=O)[CH3:29])[CH:17]=[C:18]([C:23]([O:25]CC)=[O:24])[C:19](=[O:22])[C:20]=2[CH:21]=3)[CH2:6]1)(=O)C.[OH-].[K+]>>[NH2:4][CH:5]1[CH2:8][N:7]([C:9]2[C:10]([F:33])=[CH:11][C:12]3[C:13]([CH:32]=2)=[N:14][C:15]2[N:16]([NH:28][CH3:29])[CH:17]=[C:18]([C:23]([OH:25])=[O:24])[C:19](=[O:22])[C:20]=2[CH:21]=3)[CH2:6]1 |f:1.2|. Procedure: A suspension of 1.8 g of 8-(3-acetylamino-1-azetidinyl)-3-ethoxycarbonyl-7-fluoro-1-(N-formyl-N-methylamino)-4-oxo-1,4-dihydrobenzo[b][1,8]-naphthyridine in 40 cm3 of N aqueous potassium hydroxide is heated with stirring to a temperature in the region of 100° C. for 24 hours. After cooling to approximately 70° C., some slight insoluble matter is removed by filtration. At the same temperature, 40 cm3 of N methanesulphonic acid are added to the filtrate, and the precipitate formed is drained and w... Reactants: Cl (hydrochloric acid), CC1(C(C(C(C=2C1C1C(=C3C=4C=CC=CC4CC23)C=CCC1)(C)C)(C)C)(C)C)C (octamethyloctahydrodibenzofluorene), C(CCC)[Li].CCCCCC (n-butyllithium hexane), C1=C(C=CC2=CC=CC=C12)C(=C1C=CC=C1)C1=CC2=CC=CC=C2C=C1 (6,6-di-2-naphthylfulvene). Solvent: O1CCCC1 (tetrahydrofuran), O1CCCC1 (tetrahydrofuran), C(C)OCC (diethyl ether). Conditions: time 20 hour. Product: C1=C(C=CC2=CC=CC=C12)C(C1(C(C(C(C2(C3C(=C4C=5C=CC=CC5CC4=C21)C=CCC3)C)(C)C)(C)C)(C)C)C)(C3C=CC=C3)C3=CC2=CC=CC=C2C=C3 (di-2-naphthyl(cyclopentadienyl)(octamethyloctahydrodibenzofluorenyl)methane). As a reaction SMILES: [CH3:1][C:2]1([CH3:29])[CH:7]2[CH:8]3[CH2:22][CH2:21][CH:20]=[CH:19][C:9]3=[C:10]3[C:18]([CH2:17][C:16]4[CH:15]=[CH:14][CH:13]=[CH:12][C:11]3=4)=[C:6]2[C:5](C)([CH3:23])[C:4]([CH3:26])([CH3:25])[C:3]1([CH3:28])[CH3:27].[CH2:30]([Li])CCC.CCCCCC.[CH:41]1[C:50]2[C:45](=[CH:46][CH:47]=[CH:48][CH:49]=2)[CH:44]=[CH:43][C:42]=1[C:51]([C:57]1[CH:66]=[CH:65][C:64]2[C:59](=[CH:60][CH:61]=[CH:62][CH:63]=2)[CH:58]=1)=[C:52]1[CH:56]=[CH:55][CH:54]=[CH:53]1.Cl>O1CCCC1.C(OCC)C>[CH:58]1[C:59]2[C:64](=[CH:63][CH:62]=[CH:61][CH:60]=2)[CH:65]=[CH:66][C:57]=1[C:51]([C:42]1[CH:43]=[CH:44][C:45]2[C:50](=[CH:49][CH:48]=[CH:47][CH:46]=2)[CH:41]=1)([CH:52]1[CH:56]=[CH:55][CH:54]=[CH:53]1)[C:7]1([CH3:30])[C:6]2[C:5]([CH3:23])([CH:12]3[CH2:13][CH2:14][CH:15]=[CH:16][C:11]3=[C:10]3[C:18]=2[CH2:17][C:19]2[CH:20]=[CH:21][CH:22]=[CH:8][C:9]3=2)[C:4]([CH3:26])([CH3:25])[C:3]([CH3:28])([CH3:27])[C:2]1([CH3:1])[CH3:29] |f:1.2|. Procedure: A 200-ml two-necked flask equipped with a magnetic stirrer, a three-way cock and a 100-ml dropping funnel was thoroughly purged with nitrogen, and sequentially charged with 1.35 g (3.48 mmol) of octamethyloctahydrodibenzofluorene and 40 mL of tetrahydrofuran. Then, 2.30 ml (3.60 mmol) of a 1.58 mol/l n-butyllithium/hexane solution was gradually added while cooling the mixture in an ice water bath, and then the mixture was stirred at room temperature for 20 hours under a nitrogen atmosphere. Subs...